From a dataset of the Open Reaction Database (ORD), a public repository of structured organic reaction records. describe an organic reaction: reactants, conditions, products, and yield The reactants are Brc1cncnc1, Cc1ccccc1, CCOC(C)=O, C#C[Si](C)(C)C, CC(C)NC(C)C, [Cu]I. The product is C[Si](C)(C)C#Cc1cncnc1. Reaction SMILES: [Br:1][c:2]1[cH:3][n:4][cH:5][n:6][cH:7]1.[CH3:14][c:15]1[cH:16][cH:17][cH:18][cH:19][cH:20]1.[CH3:28][CH2:29][O:30][C:31](=[O:32])[CH3:33].[CH3:8][Si:9]([CH3:10])([CH3:11])[C:12]#[CH:13].[CH:21]([NH:22][CH:23]([CH3:24])[CH3:25])([CH3:26])[CH3:27].[Cu:34][I:35]>>[c:2]1([C:13]#[C:12][Si:9]([CH3:8])([CH3:10])[CH3:11])[cH:3][n:4][cH:5][n:6][cH:7]1. Starting materials: CNc1ncc2cc(B3OC(C)(C)C(C)(C)O3)ccc2n1, Cc1ccc2c(N)nn(C)c2c1I, [Na+], [Na+], O=C([O-])[O-], C1COCCO1, c1ccc(P(c2ccccc2)(c2ccccc2)[Pd](P(c2ccccc2)(c2ccccc2)c2ccccc2)(P(c2ccccc2)(c2ccccc2)c2ccccc2)P(c2ccccc2)(c2ccccc2)c2ccccc2)cc1. Yields the product CNc1ncc2cc(-c3c(C)ccc4c(N)nn(C)c34)ccc2n1. As a reaction SMILES: [CH3:14][NH:15][c:16]1[n:17][c:18]2[cH:19][cH:20][c:21]([B:26]3[O:27][C:28]([CH3:29])([CH3:30])[C:31]([CH3:32])([CH3:33])[O:34]3)[cH:22][c:23]2[cH:24][n:25]1.[I:1][c:2]1[c:3]([CH3:13])[cH:4][cH:5][c:6]2[c:7]([NH2:12])[n:8][n:9]([CH3:11])[c:10]12.[Na+:35].[Na+:36].[O-:37][C:38](=[O:39])[O-:40].[O:41]1[CH2:42][CH2:43][O:44][CH2:45][CH2:46]1.[cH:47]1[cH:48][cH:49][c:50]([P:51]([Pd:52]([P:53]([c:54]2[cH:55][cH:56][cH:57][cH:58][cH:59]2)([c:60]2[cH:61][cH:62][cH:63][cH:64][cH:65]2)[c:66]2[cH:67][cH:68][cH:69][cH:70][cH:71]2)([P:72]([c:73]2[cH:74][cH:75][cH:76][cH:77][cH:78]2)([c:79]2[cH:80][cH:81][cH:82][cH:83][cH:84]2)[c:85]2[cH:86][cH:87][cH:88][cH:89][cH:90]2)[P:91]([c:92]2[cH:93][cH:94][cH:95][cH:96][cH:97]2)([c:98]2[cH:99][cH:100][cH:101][cH:102][cH:103]2)[c:104]2[cH:105][cH:106][cH:107][cH:108][cH:109]2)([c:110]2[cH:111][cH:112][cH:113][cH:114][cH:115]2)[c:116]2[cH:117][cH:118][cH:119][cH:120][cH:121]2)[cH:122][cH:123]1>>[c:2]1(-[c:21]2[cH:20][cH:19][c:18]3[n:17][c:16]([NH:15][CH3:14])[n:25][cH:24][c:23]3[cH:22]2)[c:3]([CH3:13])[cH:4][cH:5][c:6]2[c:7]([NH2:12])[n:8][n:9]([CH3:11])[c:10]12. The reactants are C([O-])([O-])=O.[K+].[K+] (potassium carbonate), C1(CCCCC1)C[C@@H]([C@H](CN1C(CCC1)=O)O)NC([C@H](CC=1N(C=NC1)C(=O)OC(C)(C)C)NC([C@H](CC1=CC=CC=C1)CC(C(C)(C)C)=O)=O)=O ((S)-N-[(1S,2S)-1-(cyclohexyl methyl)-2-hydroxy-3-(2-oxo-1-pyrrolidinyl)propyl]-α-[(R)-α-(3,3-dimethyl-2-oxobutyl)hydrocinnamamido]-3-t-butoxycarbonylimidazole-4-propionamide), ice water. Solvent: CO (methanol). Reaction conditions: time 5 hour. Product: C1(CCCCC1)C[C@@H]([C@H](CN1C(CCC1)=O)O)NC([C@H](CC=1N=CNC1)NC([C@H](CC1=CC=CC=C1)CC(C(C)(C)C)=O)=O)=O ((S)-N-[(1S,2S)-1-(cyclohexylmethyl)-2-hydroxy-3-(2-oxo-1-pyrrolidinyl)propyl]-α-[(R)-α-(3,3-dimethyl-2-oxobutyl)hydrocinnamamido]-imidazole-4-propionamide). Isolated yield 79.7%. RXN SMILES: [CH:1]1([CH2:7][C@H:8]([NH:18][C:19](=[O:52])[C@@H:20]([NH:34][C:35](=[O:51])[C@@H:36]([CH2:44][C:45](=[O:50])[C:46]([CH3:49])([CH3:48])[CH3:47])[CH2:37][C:38]2[CH:43]=[CH:42][CH:41]=[CH:40][CH:39]=2)[CH2:21][C:22]2[N:23](C(OC(C)(C)C)=O)[CH:24]=[N:25][CH:26]=2)[C@@H:9]([OH:17])[CH2:10][N:11]2[CH2:15][CH2:14][CH2:13][C:12]2=[O:16])[CH2:6][CH2:5][CH2:4][CH2:3][CH2:2]1.C(=O)([O-])[O-].[K+].[K+]>CO>[CH:1]1([CH2:7][C@H:8]([NH:18][C:19](=[O:52])[C@@H:20]([NH:34][C:35](=[O:51])[C@@H:36]([CH2:44][C:45](=[O:50])[C:46]([CH3:48])([CH3:49])[CH3:47])[CH2:37][C:38]2[CH:43]=[CH:42][CH:41]=[CH:40][CH:39]=2)[CH2:21][C:22]2[N:23]=[CH:24][NH:25][CH:26]=2)[C@@H:9]([OH:17])[CH2:10][N:11]2[CH2:15][CH2:14][CH2:13][C:12]2=[O:16])[CH2:6][CH2:5][CH2:4][CH2:3][CH2:2]1 |f:1.2.3|. Reported procedure: 408 mg (0.565 mmol) of (S)-N-[(1S,2S)-1-(cyclohexyl methyl)-2-hydroxy-3-(2-oxo-1-pyrrolidinyl)propyl]-α-[(R)-α-(3,3-dimethyl-2-oxobutyl)hydrocinnamamido]-3-t-butoxycarbonylimidazole-4-propionamide were dissolved in 5.5 ml of methanol, treated with 23 mg of potassium carbonate and stirred at room temperature for 5 hours. Thereafter, the reaction mixture was poured into ice-water and extracted with methylene chloride. The methylene chloride extracts were dried over potassium carbonate and evaporat... Starting materials: CO, COC(=O)c1cccc(N2CCCC(NCC(=O)c3sc(-c4ccc(Cl)cc4)nc3C)C2)c1, [K+], [OH-]. The product is Cc1nc(-c2ccc(Cl)cc2)sc1C(=O)CNC1CCCN(c2cccc(C(=O)O)c2)C1. Reaction SMILES: [CH3:36][OH:37].[CH3:3][O:4][C:5]([c:6]1[cH:7][c:8]([N:12]2[CH2:13][CH:14]([NH:18][CH2:19][C:20](=[O:21])[c:22]3[c:23]([CH3:34])[n:24][c:25](-[c:27]4[cH:28][cH:29][c:30]([Cl:33])[cH:31][cH:32]4)[s:26]3)[CH2:15][CH2:16][CH2:17]2)[cH:9][cH:10][cH:11]1)=[O:35].[K+:2].[OH-:1]>>[O:4]=[C:5]([c:6]1[cH:7][c:8]([N:12]2[CH2:13][CH:14]([NH:18][CH2:19][C:20](=[O:21])[c:22]3[c:23]([CH3:34])[n:24][c:25](-[c:27]4[cH:28][cH:29][c:30]([Cl:33])[cH:31][cH:32]4)[s:26]3)[CH2:15][CH2:16][CH2:17]2)[cH:9][cH:10][cH:11]1)[OH:35]. Starting materials: C=1(C(=CC=CC1)S(=O)(=O)Cl)C1=CC=CC=C1 (biphenylsulfonylchloride), C1N(CC2C1CNC2)C2=NC1=CC=CC=C1N=C2 (2-(hexahydro-pyrrolo[3,4-c]pyrrol-2-yl)-quinoxaline). Yields the product C1(=C(C=CC=C1)S(=O)(=O)N1CC2C(C1)CN(C2)C2=NC1=CC=CC=C1N=C2)C2=CC=CC=C2 (2-(5-([1,1′-biphenyl]-2-ylsulfonyl)hexahydropyrrolo[3,4-c]pyrrol-2(1H)-yl)quinoxaline). Reaction SMILES: [C:1]1([C:11]2[CH:16]=[CH:15][CH:14]=[CH:13][CH:12]=2)[C:2]([S:7](Cl)(=[O:9])=[O:8])=[CH:3][CH:4]=[CH:5][CH:6]=1.[CH2:17]1[CH:21]2[CH2:22][NH:23][CH2:24][CH:20]2[CH2:19][N:18]1[C:25]1[CH:34]=[N:33][C:32]2[C:27](=[CH:28][CH:29]=[CH:30][CH:31]=2)[N:26]=1>>[C:1]1([C:11]2[CH:16]=[CH:15][CH:14]=[CH:13][CH:12]=2)[CH:6]=[CH:5][CH:4]=[CH:3][C:2]=1[S:7]([N:23]1[CH2:22][CH:21]2[CH2:17][N:18]([C:25]3[CH:34]=[N:33][C:32]4[C:27](=[CH:28][CH:29]=[CH:30][CH:31]=4)[N:26]=3)[CH2:19][CH:20]2[CH2:24]1)(=[O:9])=[O:8]. Procedure: The title prophetic compound may be synthesized using biphenylsulfonylchloride and Intermediate 35. MS (ESI) mass calcd. for C26H24N4O2S, 456.16.